This data is from the Open Reaction Database (ORD), a public repository of structured organic reaction records. The task is: describe an organic reaction: reactants, conditions, products, and yield Starting materials: C(C)P(O)(=O)C=CC (ethylpropenylphosphinic acid), [O-]CCCC.[O-]CCCC.[O-]CCCC.[O-]CCCC.[Ti+4] (titanium tetrabutoxide). Solvent: C1(=CC=CC=C1)C (toluene). The product is [Ti+4].C(C)P([O-])(=O)C=CC.C(C)P([O-])(=O)C=CC.C(C)P([O-])(=O)C=CC.C(C)P([O-])(=O)C=CC (ethylpropenylphosphinic acid titanium salt). Yield: 91.8%. As a reaction SMILES: [CH2:1]([P:3]([CH:6]=[CH:7][CH3:8])(=[O:5])[OH:4])[CH3:2].[O-]CCCC.[O-]CCCC.[O-]CCCC.[O-]CCCC.[Ti+4:29]>C1(C)C=CC=CC=1>[Ti+4:29].[CH2:1]([P:3]([CH:6]=[CH:7][CH3:8])(=[O:4])[O-:5])[CH3:2].[CH2:1]([P:3]([CH:6]=[CH:7][CH3:8])(=[O:4])[O-:5])[CH3:2].[CH2:1]([P:3]([CH:6]=[CH:7][CH3:8])(=[O:4])[O-:5])[CH3:2].[CH2:1]([P:3]([CH:6]=[CH:7][CH3:8])(=[O:4])[O-:5])[CH3:2] |f:1.2.3.4.5,7.8.9.10.11|. Procedure: 134 g (1 mol) of ethylpropenylphosphinic acid (produced as in Example 12) and 85 g of titanium tetrabutoxide are refluxed in 500 ml of toluene for 40 hours. The resulting butanol is distilled off from time to time with proportions of toluene. The solution formed is subsequently freed of solvent to leave 133 g (92% of theory) of ethylpropenylphosphinic acid titanium salt.